Dataset: the Open Reaction Database (ORD), a public repository of structured organic reaction records. Task: describe an organic reaction: reactants, conditions, products, and yield Reactants: two, OCC1=CC=C(OCC(=O)C2=CC=CC=C2)C=C1 (2-[4-(hydroxy methyl)phenoxy]-1-phenylethanone), C(#N)C(CC(=O)OC)C1=CC=C(C=C1)O (methyl 3-cyano-3-(4-hydroxyphenyl)propanoate), C(CCC)P(CCCC)CCCC (tributylphosphine), N(=NC(=O)N1CCCCC1)C(=O)N1CCCCC1 (1,1′-(Azodicarbonyl)dipiperidine). Run in C1(=CC=CC=C1)C (toluene), CCCCCC (n-hexane). Run at time 12 hour. Product: C(#N)C(CC(=O)OC)C1=CC=C(C=C1)OCC1=CC=C(C=C1)OCC(C1=CC=CC=C1)=O (Methyl 3-cyano-3-(4-{[4-(2-oxo-2-phenylethoxy)benzyl]oxy}phenyl)propanoate). The yield is 56.1%. RXN SMILES: [OH:1][CH2:2][C:3]1[CH:18]=[CH:17][C:6]([O:7][CH2:8][C:9]([C:11]2[CH:16]=[CH:15][CH:14]=[CH:13][CH:12]=2)=[O:10])=[CH:5][CH:4]=1.[C:19]([CH:21]([C:27]1[CH:32]=[CH:31][C:30](O)=[CH:29][CH:28]=1)[CH2:22][C:23]([O:25][CH3:26])=[O:24])#[N:20].C(P(CCCC)CCCC)CCC.N(C(N1CCCCC1)=O)=NC(N1CCCCC1)=O>C1(C)C=CC=CC=1.CCCCCC>[C:19]([CH:21]([C:27]1[CH:32]=[CH:31][C:30]([O:1][CH2:2][C:3]2[CH:4]=[CH:5][C:6]([O:7][CH2:8][C:9](=[O:10])[C:11]3[CH:12]=[CH:13][CH:14]=[CH:15][CH:16]=3)=[CH:17][CH:18]=2)=[CH:29][CH:28]=1)[CH2:22][C:23]([O:25][CH3:26])=[O:24])#[N:20]. Procedure: To a 100 mL of two neck RB flask was charged with 2-[4-(hydroxy methyl)phenoxy]-1-phenylethanone (2.5 g, 10.3 mmol) and methyl 3-cyano-3-(4-hydroxyphenyl)propanoate (2.5 g, 12.4 mmol) in 50 mL of toluene. To this added tributylphosphine (3.33 g, 16.5 mmol) at 0° C. and added 1,1′-(Azodicarbonyl)dipiperidine (4.165 g, 16.5 mmol) portion wise over a period of 15 min at 0° C. After 12 h of stirring at RT, the mixture was diluted with n-hexane and stirred for 10 min. Solid formed was filtered off an... The reactants are ClC1=C(C=CC2=C1CC(O2)COS(=O)(=O)C(F)(F)F)C#N (4-chloro-2-trifluoromethanesulfonyloxymethyl-2,3-dihydrobenzofuran-5-carbonitrile), BrCCC1=CC=CC=C1 (2-bromoethylbenzene). The product is ClC1=C(C=CC2=C1CC(O2)CCCC2=CC=CC=C2)C#N (4-Chloro-2-(3-phenylpropyl)-2,3-dihydrobenzofuran-5-carbonitrile). Yield: 68.0%. As a reaction SMILES: [Cl:1][C:2]1[C:7]2[CH2:8][CH:9]([CH2:11]OS(C(F)(F)F)(=O)=O)[O:10][C:6]=2[CH:5]=[CH:4][C:3]=1[C:20]#[N:21].Br[CH2:23][CH2:24][C:25]1[CH:30]=[CH:29][CH:28]=[CH:27][CH:26]=1>>[Cl:1][C:2]1[C:7]2[CH2:8][CH:9]([CH2:11][CH2:23][CH2:24][C:25]3[CH:30]=[CH:29][CH:28]=[CH:27][CH:26]=3)[O:10][C:6]=2[CH:5]=[CH:4][C:3]=1[C:20]#[N:21]. Reported procedure: Following the process described in example 3 (point B), starting from 4-chloro-2-trifluoromethanesulfonyloxymethyl-2,3-dihydrobenzofuran-5-carbonitrile and 2-bromoethylbenzene, the title compound was prepared, which was purified by chromatography through a silica gel column, eluting with petroleum ether:ethyl ether, 95:5 (68% yield). Starting materials: CC(=O)OI1(C=2C=CC=CC2C(=O)O1)(OC(=O)C)OC(=O)C (Dess-Martin periodinane), ClC1=CC=C(C=C1)S(=O)(=O)N1N=CC2=C1CC1CC(CC2N1S(=O)(=O)C1=CC=C(C=C1)Cl)CO ({1,10-bis[(4-chlorophenyl)sulfonyl]-4,5,6,7,8,9-hexahydro-1H-4,8-epiminocycloocta[c]pyrazol-6-yl}methanol), ClC1=CC=C(C=C1)S(=O)(=O)N1N=C2C(=C1)C1CC(CC(C2)N1S(=O)(=O)C1=CC=C(C=C1)Cl)CO ({2,10-Bis[(4-chlorophenyl)sulfonyl]-4,5,6,7,8,9-hexahydro-2H-4,8-epiminocycloocta[c]pyrazol-6-yl}methanol), C([O-])(O)=O.[Na+] (sodium bicarbonate), C(=O)(O)[O-].[Na+] (NaHCO3), [O-]S(=O)(=O)[O-].[Na+].[Na+] (Na2SO4). Run at time 2 hour. Product: ClC1=CC=C(C=C1)S(=O)(=O)N1N=CC2=C1CC1CC(CC2N1S(=O)(=O)C1=CC=C(C=C1)Cl)C=O (1,10-bis[(4-chlorophenyl)sulfonyl]-4,5,6,7,8,9-hexahydro-1H-4,8-epiminocycloocta[c]pyrazole-6-carbaldehyde), ClC1=CC=C(C=C1)S(=O)(=O)N1N=C2C(=C1)C1CC(CC(C2)N1S(=O)(=O)C1=CC=C(C=C1)Cl)C=O (2,10-bis[(4-chlorophenyl)sulfonyl]-4,5,6,7,8,9-hexahydro-2H-4,8-epiminocycloocta[c]pyrazole-6-carbaldehyde). Yield: 87.0%. As a reaction SMILES: CC(OI1(OC(C)=O)(OC(C)=O)OC(=O)C2C=CC=CC1=2)=O.[Cl:23][C:24]1[CH:29]=[CH:28][C:27]([S:30]([N:33]2[C:37]3[CH2:38][CH:39]4[N:44]([S:45]([C:48]5[CH:53]=[CH:52][C:51]([Cl:54])=[CH:50][CH:49]=5)(=[O:47])=[O:46])[CH:43]([C:36]=3[CH:35]=[N:34]2)[CH2:42][CH:41]([CH2:55][OH:56])[CH2:40]4)(=[O:32])=[O:31])=[CH:26][CH:25]=1.[Cl:57][C:58]1[CH:63]=[CH:62][C:61]([S:64]([N:67]2[CH:71]=[C:70]3[CH:72]4[N:78]([S:79]([C:82]5[CH:87]=[CH:86][C:85]([Cl:88])=[CH:84][CH:83]=5)(=[O:81])=[O:80])[CH:76]([CH2:77][C:69]3=[N:68]2)[CH2:75][CH:74]([CH2:89][OH:90])[CH2:73]4)(=[O:66])=[O:65])=[CH:60][CH:59]=1.C(=O)(O)[O-].[Na+].[O-]S([O-])(=O)=O.[Na+].[Na+]>>[Cl:23][C:24]1[CH:25]=[CH:26][C:27]([S:30]([N:33]2[C:37]3[CH2:38][CH:39]4[N:44]([S:45]([C:48]5[CH:49]=[CH:50][C:51]([Cl:54])=[CH:52][CH:53]=5)(=[O:47])=[O:46])[CH:43]([C:36]=3[CH:35]=[N:34]2)[CH2:42][CH:41]([CH:55]=[O:56])[CH2:40]4)(=[O:32])=[O:31])=[CH:28][CH:29]=1.[Cl:57][C:58]1[CH:59]=[CH:60][C:61]([S:64]([N:67]2[CH:71]=[C:70]3[CH:72]4[N:78]([S:79]([C:82]5[CH:83]=[CH:84][C:85]([Cl:88])=[CH:86][CH:87]=5)(=[O:81])=[O:80])[CH:76]([CH2:77][C:69]3=[N:68]2)[CH2:75][CH:74]([CH:89]=[O:90])[CH2:73]4)(=[O:66])=[O:65])=[CH:62][CH:63]=1 |f:3.4,5.6.7|. Procedure details: Dess-Martin periodinane (128 mg, 0.304 mmol) was added to a solution of {1,10-bis[(4-chlorophenyl)sulfonyl]-4,5,6,7,8,9-hexahydro-1H-4,8-epiminocycloocta[c]pyrazol-6-yl}methanol and {2,10-Bis[(4-chlorophenyl)sulfonyl]-4,5,6,7,8,9-hexahydro-2H-4,8-epiminocycloocta[c]pyrazol-6-yl}methanol (58) (110 mg, 0.202 mmol) containing sodium bicarbonate (76 mg, 0.912 mmol). The resulting suspension was stirred at room temperature for 2 h after which a mixture of saturated aqueous NaHCO3 and saturated aqueou... The product is BrC1=CC=C(C=C1)C(C1=CC=C(C=C1)O)=C1CCSCC1 (4-[(4-Bromophenyl)(tetrahydro-4H-thiopyran-4-ylidene)methyl]phenol). Reagents/catalysts: Cl[Ti](Cl)(Cl)Cl (TiCl4), [Zn] (zinc). Reaction SMILES: [Br:1][C:2]1[CH:7]=[CH:6][C:5]([C:8]([C:10]2[CH:15]=[CH:14][C:13]([OH:16])=[CH:12][CH:11]=2)=O)=[CH:4][CH:3]=1.[S:17]1[CH2:22][CH2:21][C:20](=O)[CH2:19][CH2:18]1.O.C([O-])([O-])=O.[K+].[K+]>C1COCC1.Cl[Ti](Cl)(Cl)Cl.[Zn]>[Br:1][C:2]1[CH:7]=[CH:6][C:5]([C:8](=[C:20]2[CH2:21][CH2:22][S:17][CH2:18][CH2:19]2)[C:10]2[CH:15]=[CH:14][C:13]([OH:16])=[CH:12][CH:11]=2)=[CH:4][CH:3]=1 |f:3.4.5|. The reactants are C(=O)([O-])[O-].[K+].[K+] (K2CO3), BrC1=CC=C(C=C1)C(=O)C1=CC=C(C=C1)O ((4-Bromophenyl)(4-hydroxyphenyl)methanone), S1CCC(CC1)=O (tetrahydrothiopyran-4-one), O (water). The yield is 71.0%. Run in C1CCOC1 (THF), C1CCOC1 (THF). Procedure details: In a 3-neck round-bottomed flask equipped with a condenser and a nitrogen inlet, TiCl4 (0.51 mL, 4.67 mmol) was slowly added to a suspension of zinc powder (0.63 g, 9.60 mmol) in anhydrous THF (13 mL) at room temperature. The reaction was heated at reflux for 2.5 h. The reaction was taken out of the oil bath then a solution of (4-bromophenyl)(4-hydroxyphenyl)methanone (2) (0.35 g, 1.26 mmol) and tetrahydrothiopyran-4-one (0.44 g, 3.79 mmol) in anhydrous THF (13 mL) was added and the reaction mix... The reactants are CCO, [Cl-], O=[N+]([O-])c1ccc(Oc2ccnc3cc(-c4cn(CCN5CCCC5)cn4)sc23)c(F)c1, [Fe], [NH4+], O. Yields the product Nc1ccc(Oc2ccnc3cc(-c4cn(CCN5CCCC5)cn4)sc23)c(F)c1. Reaction SMILES: [CH3:35][CH2:36][OH:37].[Cl-:33].[F:1][c:2]1[c:3]([O:4][c:5]2[c:6]3[c:7]([n:8][cH:9][cH:10]2)[cH:11][c:12](-[c:14]2[n:15][cH:16][n:17]([CH2:19][CH2:20][N:21]4[CH2:22][CH2:23][CH2:24][CH2:25]4)[cH:18]2)[s:13]3)[cH:26][cH:27][c:28]([N+:30]([O-:31])=[O:32])[cH:29]1.[Fe:39].[NH4+:34].[OH2:38]>>[F:1][c:2]1[c:3]([O:4][c:5]2[c:6]3[c:7]([n:8][cH:9][cH:10]2)[cH:11][c:12](-[c:14]2[n:15][cH:16][n:17]([CH2:19][CH2:20][N:21]4[CH2:22][CH2:23][CH2:24][CH2:25]4)[cH:18]2)[s:13]3)[cH:26][cH:27][c:28]([NH2:30])[cH:29]1. The reactants are CS(=O)(=O)Cl, CCN(C(C)C)C(C)C, ClCCl, O, OCc1ccc(-c2cnccn2)cc1. The product is CS(=O)(=O)OCc1ccc(-c2cnccn2)cc1. Reaction SMILES: [CH3:24][S:25]([Cl:26])(=[O:27])=[O:28].[CH:15]([N:16]([CH2:17][CH3:18])[CH:19]([CH3:20])[CH3:21])([CH3:22])[CH3:23].[Cl:30][CH2:31][Cl:32].[OH2:29].[n:1]1[c:2](-[c:7]2[cH:8][cH:9][c:10]([CH2:13][OH:14])[cH:11][cH:12]2)[cH:3][n:4][cH:5][cH:6]1>>[n:1]1[c:2](-[c:7]2[cH:8][cH:9][c:10]([CH2:13][O:14][S:25]([CH3:24])(=[O:27])=[O:28])[cH:11][cH:12]2)[cH:3][n:4][cH:5][cH:6]1. The reactants are C(C)OC(CC1=CC(=CC=C1)SCC(C)=O)=O ([3-(2-oxo-propylsulfanyl)-phenyl]-acetic acid ethyl ester), Cl.ClC=1C(=C(C=CC1)NN)F ((3-Chloro-2-fluoro-phenyl)-hydrazine hydrochloride). Product: C(C)OC(CC1=CC(=CC=C1)SC1=C(NC2=C(C(=CC=C12)Cl)F)C)=O ([3-(6-Chloro-7-fluoro-2-methyl-1H-indol-3-ylsulfanyl)-phenyl]-acetic acid ethyl ester). RXN SMILES: [CH2:1]([O:3][C:4](=[O:17])[CH2:5][C:6]1[CH:11]=[CH:10][CH:9]=[C:8]([S:12][CH2:13][C:14](=O)[CH3:15])[CH:7]=1)[CH3:2].Cl.[Cl:19][C:20]1[C:21]([F:28])=[C:22]([NH:26]N)[CH:23]=[CH:24][CH:25]=1>>[CH2:1]([O:3][C:4](=[O:17])[CH2:5][C:6]1[CH:11]=[CH:10][CH:9]=[C:8]([S:12][C:13]2[C:23]3[C:22](=[C:21]([F:28])[C:20]([Cl:19])=[CH:25][CH:24]=3)[NH:26][C:14]=2[CH3:15])[CH:7]=1)[CH3:2] |f:1.2|. Procedure details: Prepared according to the procedure described in Example 2, step 1, using the following starting materials: [3-(2-oxo-propylsulfanyl)-phenyl]-acetic acid ethyl ester and (3-Chloro-2-fluoro-phenyl)-hydrazine hydrochloride. Starting materials: product, CC1=C2[C@H]([C@@H]([C@@]3([C@H](C[C@@H]4[C@]([C@H]3[C@@H]([C@@](C2(C)C)(C[C@@H]1OC(=O)[C@@H]([C@H](C5=CC=CC=C5)NC(=O)C6=CC=CC=C6)O)O)OC(=O)C7=CC=CC=C7)(CO4)OC(=O)C)O)C)O)OC(=O)C (9-Dihydrotaxol). The solvent is C(Cl)Cl (methylene chloride). Yields the product C(C1=CC=CC=C1)=O (benzaldehyde), CC1=C2[C@H]([C@@H]([C@@]3([C@H](C[C@@H]4[C@]([C@H]3[C@@H]([C@@](C2(C)C)(C[C@@H]1OC(=O)[C@@H]([C@H](C5=CC=CC=C5)NC(=O)C6=CC=CC=C6)O)O)OC(=O)C7=CC=CC=C7)(CO4)OC(=O)C)O)C)O)OC(=O)C (9-Dihydrotaxol). Reaction SMILES: [CH3:1][C:2]1[C@@H:18]([O:19][C:20]([C@H:22]([OH:39])[C@@H:23]([NH:30][C:31]([C:33]2[CH:38]=[CH:37][CH:36]=[CH:35][CH:34]=2)=[O:32])[C:24]2[CH:29]=[CH:28][CH:27]=[CH:26][CH:25]=2)=[O:21])[CH2:17][C@:13]2([OH:40])[C:14]([CH3:16])([CH3:15])[C:3]=1[C@@H:4]([O:59][C:60]([CH3:62])=[O:61])[C@H:5]([OH:58])[C@@:6]1([CH3:57])[C@H:11]([C@@H:12]2[O:41][C:42]([C:44]2[CH:49]=[CH:48][CH:47]=[CH:46][CH:45]=2)=[O:43])[C@:10]2([O:52][C:53]([CH3:55])=[O:54])[CH2:50][O:51][C@@H:9]2[CH2:8][C@@H:7]1[OH:56]>C(Cl)Cl>[CH:31](=[O:32])[C:33]1[CH:38]=[CH:37][CH:36]=[CH:35][CH:34]=1.[CH3:1][C:2]1[C@@H:18]([O:19][C:20]([C@H:22]([OH:39])[C@@H:23]([NH:30][C:31]([C:33]2[CH:38]=[CH:37][CH:36]=[CH:35][CH:34]=2)=[O:32])[C:24]2[CH:29]=[CH:28][CH:27]=[CH:26][CH:25]=2)=[O:21])[CH2:17][C@:13]2([OH:40])[C:14]([CH3:15])([CH3:16])[C:3]=1[C@@H:4]([O:59][C:60]([CH3:62])=[O:61])[C@H:5]([OH:58])[C@@:6]1([CH3:57])[C@H:11]([C@@H:12]2[O:41][C:42]([C:44]2[CH:49]=[CH:48][CH:47]=[CH:46][CH:45]=2)=[O:43])[C@:10]2([O:52][C:53]([CH3:55])=[O:54])[CH2:50][O:51][C@@H:9]2[CH2:8][C@@H:7]1[OH:56]. Procedure: 15 mg of the product of Example 8 were treated with 0. 1 ml benzaldehyde in 0.6 ml methylene chloride to give 1.1 mg of 9-dihydrotaxol-7,9-benzylidene acetal (Scheme 3, compound 12, X=H, Y=Ph).